From a dataset of the Open Reaction Database (ORD), a public repository of structured organic reaction records. describe an organic reaction: reactants, conditions, products, and yield Run in CN(C=O)C (dimethylformamide). The reactants are CC=1C(=NC(=NC1C)Cl)N1C(C2=CC(=CC=C2CC1)Cl)C (5,6-dimethyl-2-chloro-4-(1-methyl-7-chloro-1,2,3,4-tetrahydroisoquinolin-2-yl)pyrimidine), FC1=CC=C(N)C=C1 (4-fluoroaniline). RXN SMILES: [CH3:1][C:2]1[C:3]([N:10]2[CH2:19][CH2:18][C:17]3[C:12](=[CH:13][C:14]([Cl:20])=[CH:15][CH:16]=3)[CH:11]2[CH3:21])=[N:4][C:5]([Cl:9])=[N:6][C:7]=1[CH3:8].[F:22][C:23]1[CH:29]=[CH:28][C:26]([NH2:27])=[CH:25][CH:24]=1>CN(C)C=O>[ClH:9].[CH3:1][C:2]1[C:3]([N:10]2[CH2:19][CH2:18][C:17]3[C:12](=[CH:13][C:14]([Cl:20])=[CH:15][CH:16]=3)[CH:11]2[CH3:21])=[N:4][C:5]([NH:27][C:26]2[CH:28]=[CH:29][C:23]([F:22])=[CH:24][CH:25]=2)=[N:6][C:7]=1[CH3:8] |f:3.4|. Isolated yield 61.0%. The product is Cl.CC=1C(=NC(=NC1C)NC1=CC=C(C=C1)F)N1C(C2=CC(=CC=C2CC1)Cl)C (5,6-dimethyl-2-(4-fluorophenylamino)-4-(1-methyl-7-chloro-1,2,3,4-tetrahydroisoquinolin-2-yl)pyrimidine hydrochloride). Procedure details: The same procedures as in Step 2 of Example 3 above were repeated using 5,6-dimethyl-2-chloro-4-(1-methyl-7-chloro-1,2,3,4-tetrahydroisoquinolin-2-yl)pyrimidine (0.1 g, 0.31 mmol) prepared in Step 1 above, dimethylformamide (5 ml), and 4-fluoroaniline (0.07 ml, 0.74mmol) to afford 82 mg (61.3%) of the titled compound